describe an organic reaction: reactants, conditions, products, and yield From a dataset of the Open Reaction Database (ORD), a public repository of structured organic reaction records. Reactants: C(C)(C)N (isopropylamine), O1C(=CC2=C1C=CC=C2)C2=NN(C1=CC=C(C=C21)C(=O)O)C2OCCCC2 (3-benzo[d]furan-2-yl-1-perhydro-2H-pyran-2-yl-1H-indazole-5-carboxylic acid), Cl.CN(CCCN=C=NCC)C (1-(3-dimethylaminopropyl)-3-ethylcarbodiimide hydrochloride), C(C)(C)N (isopropylamine). Solvent: CN(C=O)C (dimethylformamide). Reaction conditions: time 2 day. Yields the product O1C(=CC2=C1C=CC=C2)C2C(OCCC2)N2N=CC1=CC(=CC=C21)C(=O)NC(C)C ((3-Benzo[d]furan-2-yl-1-perhydro-2H-pyran-2-yl(1H-indazol-5-yl))-N-(methylethyl)carboxamide). Isolated yield 199.2%. Reaction SMILES: O1C2C=CC=CC=2C=C1[C:10]1[C:18]2[C:13](=[CH:14][CH:15]=[C:16]([C:19]([OH:21])=O)[CH:17]=2)[N:12]([CH:22]2[CH2:27][CH2:26][CH2:25][CH2:24][O:23]2)[N:11]=1.Cl.CN(C)[CH2:31][CH2:32][CH2:33]N=C=NCC.[CH:40]([NH2:43])([CH3:42])[CH3:41]>CN(C)C=O>[O:23]1[C:22]2[CH:27]=[CH:26][CH:33]=[CH:32][C:31]=2[CH:25]=[C:24]1[CH:27]1[CH2:26][CH2:25][CH2:24][O:23][CH:22]1[N:12]1[C:13]2[C:18](=[CH:17][C:16]([C:19]([NH:43][CH:40]([CH3:42])[CH3:41])=[O:21])=[CH:15][CH:14]=2)[CH:10]=[N:11]1 |f:1.2|. Procedure: To solution of 3-benzo[d]furan-2-yl-1-perhydro-2H-pyran-2-yl-1H-indazole-5-carboxylic acid (190 mg, 0.52 mmol) and 1-(3-dimethylaminopropyl)-3-ethylcarbodiimide hydrochloride (109.3 mg, 0.57 mmol) in dimethylformamide was added isopropylamine (48 μL, 0.57 mmol) and the mixture allowed to stir under a nitrogen atmosphere for two days. An additional 2 equivalents of isopropylamine was added to the reaction and allowed to stir for another day. Solvent was removed and the reaction was extracted with... Reactants: NN (Hydrazine), CN1C(CNCC1)CCCCC1=C2C(C(=O)NC2=O)=CC=C1 (4-(N-methylpiperazinyl)butylphthalimide). The solvent is CO (methanol). Yields the product CN1C(CNCC1)CCCCN (4-(N-methylpiperazinyl)butylamine). Reaction SMILES: [NH2:1]N.[CH3:3][N:4]1[CH2:9][CH2:8][NH:7][CH2:6][CH:5]1[CH2:10][CH2:11][CH2:12][CH2:13]C1C=CC=C2C(NC(=O)C=12)=O>CO>[CH3:3][N:4]1[CH2:9][CH2:8][NH:7][CH2:6][CH:5]1[CH2:10][CH2:11][CH2:12][CH2:13][NH2:1]. Procedure details: Hydrazine (aqueous solution at 35% by wt.) (0.15 ml; 1.6 mmoles) was added to 4-(N-methylpiperazinyl)butylphthalimide (240 mg; 0.8 mmoles) in methanol (5 ml) and the resulting solution was refluxed. Reaction times and process as per Example 1. Reactants: COC(C)(C)C (t-butyl methyl ether), aqueous solution, [N+](=O)([O-])[O-].[NH4+].[Ce] (cerium ammonium nitrate), ClC=1C(=C(C=C(C1)Cl)C1(CN(CC1)C1=CC(=C(CNC(=O)C2CC2)C=C1)C(F)(F)F)C(F)(F)F)F (N-{4-[3-(3,5-dichloro-2-fluorophenyl)-3-(trifluoromethyl)pyrrolidin-1-yl]-2-(trifluoro-methyl)benzyl}cyclopropanecarboxamide). Solvent: CN(C=O)C (N,N-dimethylformamide). The product is ClC=1C(=C(C=C(C1)Cl)C1(C(N(CC1)C1=CC(=C(CNC(=O)C2CC2)C=C1)C(F)(F)F)O)C(F)(F)F)F (N-{4-[3-(3,5-dichloro-2-fluorophenyl)-2-hydroxy-3-(trifluoromethyl)pyrrolidin-1-yl]-2-(trifluoromethyl)benzyl}cyclopropanecarboxamide). Reaction SMILES: [Cl:1][C:2]1[C:3]([F:35])=[C:4]([C:9]2([C:31]([F:34])([F:33])[F:32])[CH2:13][CH2:12][N:11]([C:14]3[CH:26]=[CH:25][C:17]([CH2:18][NH:19][C:20]([CH:22]4[CH2:24][CH2:23]4)=[O:21])=[C:16]([C:27]([F:30])([F:29])[F:28])[CH:15]=3)[CH2:10]2)[CH:5]=[C:6]([Cl:8])[CH:7]=1.[N+]([O-])([O-])=[O:37].[NH4+].[Ce].COC(C)(C)C>CN(C)C=O>[Cl:1][C:2]1[C:3]([F:35])=[C:4]([C:9]2([C:31]([F:34])([F:32])[F:33])[CH2:13][CH2:12][N:11]([C:14]3[CH:26]=[CH:25][C:17]([CH2:18][NH:19][C:20]([CH:22]4[CH2:23][CH2:24]4)=[O:21])=[C:16]([C:27]([F:28])([F:29])[F:30])[CH:15]=3)[CH:10]2[OH:37])[CH:5]=[C:6]([Cl:8])[CH:7]=1 |f:1.2.3|. Reported procedure: N-{4-[3-(3,5-dichloro-2-fluorophenyl)-3-(trifluoromethyl)pyrrolidin-1-yl]-2-(trifluoro-methyl)benzyl}cyclopropanecarboxamide (0.18 g) was dissolved in N,N-dimethylformamide (5 ml), cooled by using an ice bath, and then stirred. To the solution, a 1 M aqueous solution of cerium ammonium nitrate (IV) (0.72 ml) was added dropwise and stirred in an ice bath for 2 minutes. After that, t-butyl methyl ether was added for dilution and the organic layer was washed with water, an aqueous solution of sodiu... The solvent is O (water), O (water). Isolated yield 75.6%. Reaction conditions: time 3 hour. Yields the product 21.5, C(C)(=O)OC/C=C(/C=O)\C (4-acetoxy-2-methylcrotonaldehyde). Starting materials: C(=O)O (formic acid), C(C)(=O)OC(C(=CCOC(C)=O)C)OC(C)=O (1,1,4-triacetoxy-2-methyl-but-2-ene), C(=O)O (formic acid). Reported procedure: 48.8 parts of 1,1,4-triacetoxy-2-methyl-but-2-ene, having the isomer composition stated in Example 1, 400 parts of formic acid and 10.8 parts of water are boiled for 3 hours. After stripping off the formic acid and water on a rotary evaporator, fractional distillation of the residue gives 21.5 parts of 4-acetoxy-2-methylcrotonaldehyde (75.6% of theory) of boiling point 102°-105° C./21 mbar (nD20 =1.4642). According to NMR analysis, the aldehyde obtained consists of 98.3% (E)- and 1.7% (Z)-4-acet... As a reaction SMILES: C([O:4][CH:5](OC(=O)C)[C:6]([CH3:13])=[CH:7][CH2:8][O:9][C:10](=[O:12])[CH3:11])(=O)C.C(O)=O>O>[C:10]([O:9][CH2:8]/[CH:7]=[C:6](\[CH3:13])/[CH:5]=[O:4])(=[O:12])[CH3:11]. The reactants are CCO, O=C(O)C(F)(F)F, CCOC(=O)c1nc(NCC(c2ccccc2)c2ccccc2)c2ncn(C3CCCCO3)c2n1. Product: CCOC(=O)c1nc(NCC(c2ccccc2)c2ccccc2)c2nc[nH]c2n1. RXN SMILES: [CH3:43][CH2:44][OH:45].[OH:36][C:37]([C:38]([F:39])([F:40])[F:41])=[O:42].[c:1]1([CH:7]([CH2:8][NH:9][c:10]2[c:11]3[n:12][cH:13][n:14]([CH:24]4[CH2:25][CH2:26][CH2:27][CH2:28][O:29]4)[c:15]3[n:16][c:17]([C:19](=[O:20])[O:21][CH2:22][CH3:23])[n:18]2)[c:30]2[cH:31][cH:32][cH:33][cH:34][cH:35]2)[cH:2][cH:3][cH:4][cH:5][cH:6]1>>[c:1]1([CH:7]([CH2:8][NH:9][c:10]2[c:11]3[n:12][cH:13][nH:14][c:15]3[n:16][c:17]([C:19](=[O:20])[O:21][CH2:22][CH3:23])[n:18]2)[c:30]2[cH:31][cH:32][cH:33][cH:34][cH:35]2)[cH:2][cH:3][cH:4][cH:5][cH:6]1.